From a dataset of the Open Reaction Database (ORD), a public repository of structured organic reaction records. describe an organic reaction: reactants, conditions, products, and yield The reactants are CCOC(=O)OCC, CC[O-], [Cl-], C#CC(CF)(OC)OC, [K+], [NH4+], CN(C)C=O, O. The product is CCOC(=O)C=C(OCC)C(CF)(OC)OC. Reaction SMILES: [C:10]([O:11][CH2:12][CH3:13])([O:14][CH2:15][CH3:16])=[O:17].[CH3:18][CH2:19][O-:20].[Cl-:22].[F:1][CH2:2][C:3]([C:4]#[CH:5])([O:6][CH3:7])[O:8][CH3:9].[K+:21].[NH4+:23].[O:24]=[CH:25][N:26]([CH3:27])[CH3:28].[OH2:29]>>[F:1][CH2:2][C:3]([C:4](=[CH:5][C:10]([O:11][CH2:12][CH3:13])=[O:17])[O:20][CH2:19][CH3:18])([O:6][CH3:7])[O:8][CH3:9]. The reactants are Cc1ccc(Br)cc1F, CCOC(C)=O, [Cl-], [Cl-], Ic1ccccc1, C1CCOC1, [Zn+2], c1ccc(P(c2ccccc2)(c2ccccc2)[Pd](P(c2ccccc2)(c2ccccc2)c2ccccc2)(P(c2ccccc2)(c2ccccc2)c2ccccc2)P(c2ccccc2)(c2ccccc2)c2ccccc2)cc1. The product is Cc1ccc(-c2ccccc2)cc1F. Reaction SMILES: [Br:1][c:2]1[cH:3][c:4]([F:9])[c:5]([CH3:8])[cH:6][cH:7]1.[CH3:22][CH2:23][O:24][C:25](=[O:26])[CH3:27].[Cl-:28].[Cl-:30].[I:10][c:11]1[cH:12][cH:13][cH:14][cH:15][cH:16]1.[O:17]1[CH2:18][CH2:19][CH2:20][CH2:21]1.[Zn+2:29].[cH:31]1[cH:32][cH:33][c:34]([P:35]([Pd:36]([P:37]([c:38]2[cH:39][cH:40][cH:41][cH:42][cH:43]2)([c:44]2[cH:45][cH:46][cH:47][cH:48][cH:49]2)[c:50]2[cH:51][cH:52][cH:53][cH:54][cH:55]2)([P:56]([c:57]2[cH:58][cH:59][cH:60][cH:61][cH:62]2)([c:63]2[cH:64][cH:65][cH:66][cH:67][cH:68]2)[c:69]2[cH:70][cH:71][cH:72][cH:73][cH:74]2)[P:75]([c:76]2[cH:77][cH:78][cH:79][cH:80][cH:81]2)([c:82]2[cH:83][cH:84][cH:85][cH:86][cH:87]2)[c:88]2[cH:89][cH:90][cH:91][cH:92][cH:93]2)([c:94]2[cH:95][cH:96][cH:97][cH:98][cH:99]2)[c:100]2[cH:101][cH:102][cH:103][cH:104][cH:105]2)[cH:106][cH:107]1>>[c:2]1(-[c:11]2[cH:12][cH:13][cH:14][cH:15][cH:16]2)[cH:3][c:4]([F:9])[c:5]([CH3:8])[cH:6][cH:7]1. Starting materials: FC1=C(C(=C(C(=C1N)F)F)F)F (Pentafluoroaniline), C(=O)(OCC)NNC(=O)Cl (2-carbethoxyhydrazinecarbonyl chloride). Solvent: C1(=CC=CC=C1)C (toluene). The product is FC1=C(C(=C(C(=C1NC(NNC(=O)OCC)=O)F)F)F)F (4-(Pentafluorophenyl)-1-carbethoxysemicarbazide). Reaction SMILES: [F:1][C:2]1[C:7]([NH2:8])=[C:6]([F:9])[C:5]([F:10])=[C:4]([F:11])[C:3]=1[F:12].[C:13]([NH:18][NH:19][C:20](Cl)=[O:21])([O:15][CH2:16][CH3:17])=[O:14]>C1(C)C=CC=CC=1>[F:1][C:2]1[C:7]([NH:8][C:20](=[O:21])[NH:19][NH:18][C:13]([O:15][CH2:16][CH3:17])=[O:14])=[C:6]([F:9])[C:5]([F:10])=[C:4]([F:11])[C:3]=1[F:12]. Procedure details: Pentafluoroaniline (17 g, 0.106 mol) is dissolved in 300 ml of toluene with heating. The 2-carbethoxyhydrazinecarbonyl chloride, 19.4 g (0.122 M) is added to the hot solution. The mixture is refluxed until a white solid precipitates. The solid is filtered to give 24.8 g. The product is crystallized by dissolving in ethyl acetate/toluene (1/2 by vol) and evaporating until crystals appear, mp 180°-182°. Starting materials: COCC1=C(OCC(=O)N)C=CC(=C1)[N+](=O)[O-] (2-(2-methoxymethyl-4-nitrophenoxy)acetamide), C([O-])([O-])=O.[K+].[K+] (potassium carbonate), CN1C(CCC1)=O (N-methylpyrrolidone). Reaction conditions: temperature 100 celsius. Product: COCC1=C(N)C=CC(=C1)[N+](=O)[O-] (2-methoxymethyl-4-nitroaniline). As a reaction SMILES: [CH3:1][O:2][CH2:3][C:4]1[CH:14]=[C:13]([N+:15]([O-:17])=[O:16])[CH:12]=[CH:11][C:5]=1OCC(N)=O.C(=O)([O-])[O-].[K+].[K+].C[N:25]1CCCC1=O>>[CH3:1][O:2][CH2:3][C:4]1[CH:14]=[C:13]([N+:15]([O-:17])=[O:16])[CH:12]=[CH:11][C:5]=1[NH2:25] |f:1.2.3|. Procedure details: 20 g of the 2-(2-methoxymethyl-4-nitrophenoxy)acetamide made in step 1 are dissolved in 55 ml of N-methylpyrrolidone, mixed with 29 g of potassium carbonate and heated for 3 hours at 100° C. Subsequently the reaction mixture is cooled to room temperature and the solvent is removed in vacuum at 60 to 80° C. The remaining residue is crystallized by addition of 100 ml water. 8.8 g of a yellowish product are obtained with a melting point of 90 to 92° C.